This data is from the Open Reaction Database (ORD), a public repository of structured organic reaction records. The task is: describe an organic reaction: reactants, conditions, products, and yield Reactants: C(C)(C)(C)OC(=O)N1CCC(CC1)N1N=CC(=C1)C1=C(OC2=C1C=NC(=C2O[C@H](C)C2=C(C(=CC=C2Cl)F)Cl)N)Br (4-(4-{6-amino-2-bromo-7-[(R)-1-(2,6-dichloro-3-fluoro-phenyl)-ethoxy]-furo[3,2-c]pyridin-3-yl}-pyrazol-1-yl)-piperidine-1-carboxylic acid tert-butyl ester), Cl (HCl). Run in C(Cl)Cl (DCM), C(C)OCC (diethyl ether). Run at time 8 hour. The product is BrC1=C(C=2C=NC(=C(C2O1)O[C@H](C)C1=C(C(=CC=C1Cl)F)Cl)N)C=1C=NN(C1)C1CCNCC1 (2-Bromo-7-[(R)-1-(2,6-dichloro-3-fluorophenyl)ethoxy]-3-(1-piperidin-4-yl-1H-pyrazol-4-yl)-furo[3,2-c]pyridin-6-ylamine). As a reaction SMILES: C(OC([N:8]1[CH2:13][CH2:12][CH:11]([N:14]2[CH:18]=[C:17]([C:19]3[C:23]4[CH:24]=[N:25][C:26]([NH2:40])=[C:27]([O:28][C@@H:29]([C:31]5[C:36]([Cl:37])=[CH:35][CH:34]=[C:33]([F:38])[C:32]=5[Cl:39])[CH3:30])[C:22]=4[O:21][C:20]=3[Br:41])[CH:16]=[N:15]2)[CH2:10][CH2:9]1)=O)(C)(C)C.Cl>C(Cl)Cl.C(OCC)C>[Br:41][C:20]1[O:21][C:22]2[C:27]([O:28][C@@H:29]([C:31]3[C:36]([Cl:37])=[CH:35][CH:34]=[C:33]([F:38])[C:32]=3[Cl:39])[CH3:30])=[C:26]([NH2:40])[N:25]=[CH:24][C:23]=2[C:19]=1[C:17]1[CH:16]=[N:15][N:14]([CH:11]2[CH2:12][CH2:13][NH:8][CH2:9][CH2:10]2)[CH:18]=1. Reported procedure: To a solution of 4-(4-{6-amino-2-bromo-7-[(R)-1-(2,6-dichloro-3-fluoro-phenyl)-ethoxy]-furo[3,2-c]pyridin-3-yl}-pyrazol-1-yl)-piperidine-1-carboxylic acid tert-butyl ester (2.0 mg, 0.0030 mmol) in DCM (0.1 mL) was added 1N HCl in diethyl ether (0.2 mL). The resulting mixture was stirred at rt overnight. Evaporation afforded the title compound as a light-yellow gum. LC-MS (ES+): 567.97/569.97/571.99 [MH+]. Starting materials: CCc1cccc(CC)c1N, CC1CO1. Yields the product CCc1cccc(CC)c1NCC(C)O. RXN SMILES: [CH2:1]([CH3:2])[c:3]1[c:4]([NH2:5])[c:6]([CH2:10][CH3:11])[cH:7][cH:8][cH:9]1.[O:12]1[CH2:13][CH:14]1[CH3:15]>>[CH2:1]([CH3:2])[c:3]1[c:4]([NH:5][CH2:13][CH:14]([OH:12])[CH3:15])[c:6]([CH2:10][CH3:11])[cH:7][cH:8][cH:9]1. Run in CC1=CC=CC=C1 (Toluene). Yields the product CN(CC[C@H](NC(=O)OC(C)(C)C)C(=O)OCc1ccccc1)C[C@H]2O[C@H]([C@@H]3OC(C)(C)O[C@H]23)n4cnc5c(N)ncnc45. As a reaction SMILES: [CH3:1][N:2]([C:24]([CH2:25][C@@H:26]([C:35]([O:37][CH2:38][c:39]1[cH:44][cH:43][cH:42][cH:41][cH:40]1)=[O:36])[NH:27][C:28]([O:30][C:31]([CH3:34])([CH3:33])[CH3:32])=[O:29])=O)[CH2:3][C@@H:4]2[C@H:13]([C@@H:7]3[C@H:6]([n:14]4[c:23]([c:17]5[n:16][cH:15]4)[n:22][cH:21][n:20][c:18]5[NH2:19])[O:5]2)[O:12][C:9]([CH3:11])([CH3:10])[O:8]3.[SiH3]c1ccccc1>>[CH3:1][N:2]([CH2:3][C@@H:4]1[C@H:13]([C@@H:7]2[C@H:6]([n:14]3[c:23]([c:17]4[n:16][cH:15]3)[n:22][cH:21][n:20][c:18]4[NH2:19])[O:5]1)[O:12][C:9]([CH3:11])([CH3:10])[O:8]2)[CH2:24][CH2:25][C@@H:26]([C:35]([O:37][CH2:38][c:39]5[cH:44][cH:43][cH:42][cH:41][cH:40]5)=[O:36])[NH:27][C:28]([O:30][C:31]([CH3:34])([CH3:33])[CH3:32])=[O:29]. Starting materials: c1(ccccc1)[Si], O1[C@H]([C@H]2[C@@H]([C@H]1CN(C(C[C@@H](C(OCc1ccccc1)=O)NC(=O)OC(C)(C)C)=O)C)OC(O2)(C)C)n1c2c(nc1)c(ncn2)N. The reagents and catalysts are c1ccc(cc1)-c2c3ccccc3cc4ccccc24 (9-Phenylanthracene), Cl[Ir].[O+]#[C-].P(c1ccccc1)(c2ccccc2)c3ccccc3.P(c4ccccc4)(c5ccccc5)c6ccccc6 (IrClCO(PPh3)2). Reaction conditions: temperature 90 celsius, time 18 hour. The reactants are C#CCO, OCC#Cc1ccc(Cl)c(Cl)c1, ClCCl, O=[Cr](=O)([O-])Cl, c1cc[nH+]cc1. Product: O=CC#Cc1ccc(Cl)c(Cl)c1. As a reaction SMILES: [CH2:24]([OH:25])[C:26]#[CH:27].[Cl:12][c:13]1[cH:14][c:15]([C:20]#[C:21][CH2:22][OH:23])[cH:16][cH:17][c:18]1[Cl:19].[Cl:28][CH2:29][Cl:30].[O:1]=[Cr:2]([Cl:3])([O-:4])=[O:5].[nH+:6]1[cH:7][cH:8][cH:9][cH:10][cH:11]1>>[Cl:12][c:13]1[cH:14][c:15]([C:20]#[C:21][CH:22]=[O:23])[cH:16][cH:17][c:18]1[Cl:19]. Starting materials: COC1=CC=NC2=CC(=CC=C12)C1=NC=CC=C1C(F)(F)F (4-methoxy-7-[3-(trifluoromethyl)pyridin-2-yl]quinoline). Run in Br (hydrogen bromide), C(C)(=O)O (acetic acid). Yields the product hydrobromide salt, FC(C=1C(=NC=CC1)C1=CC=C2C(=CC=NC2=C1)O)(F)F (7-[3-(Trifluoromethyl)pyridin-2-yl]quinolin-4-ol). RXN SMILES: C[O:2][C:3]1[C:12]2[C:7](=[CH:8][C:9]([C:13]3[C:18]([C:19]([F:22])([F:21])[F:20])=[CH:17][CH:16]=[CH:15][N:14]=3)=[CH:10][CH:11]=2)[N:6]=[CH:5][CH:4]=1>Br.C(O)(=O)C>[F:21][C:19]([F:20])([F:22])[C:18]1[C:13]([C:9]2[CH:8]=[C:7]3[C:12]([C:3]([OH:2])=[CH:4][CH:5]=[N:6]3)=[CH:11][CH:10]=2)=[N:14][CH:15]=[CH:16][CH:17]=1. Reported procedure: Heat a solution of 4-methoxy-7-[3-(trifluoromethyl)pyridin-2-yl]quinoline (100 mg), in 33% hydrogen bromide in acetic acid (5 mL) at 100° C. for 18 hours. Evaporate to dryness to give the hydrobromide salt of the title compound. The reactants are C1(=CC=CC=C1)CC(=O)C1=CC=C(C=C1)C (2-phenyl-1-p-tolylethanone), N(=O)OC(C)(C)C (tert-butyl nitrite), [O-]CC.[Na+] (sodium ethoxide). Solvent: CCO (EtOH). Reaction conditions: time 8 hour. Yields the product ON=C(C(=O)C1=CC=C(C=C1)C)C1=CC=CC=C1 (2-(Hydroxyimino)-2-phenyl-1-p-tolylethanone). Yield: 93.3%. As a reaction SMILES: [C:1]1([CH2:7][C:8]([C:10]2[CH:15]=[CH:14][C:13]([CH3:16])=[CH:12][CH:11]=2)=[O:9])[CH:6]=[CH:5][CH:4]=[CH:3][CH:2]=1.[N:17](OC(C)(C)C)=[O:18].[O-]CC.[Na+]>CCO>[OH:18][N:17]=[C:7]([C:1]1[CH:2]=[CH:3][CH:4]=[CH:5][CH:6]=1)[C:8]([C:10]1[CH:15]=[CH:14][C:13]([CH3:16])=[CH:12][CH:11]=1)=[O:9] |f:2.3|. Procedure: To a solution of 2-phenyl-1-p-tolylethanone (5.0 g, 23.78 mmol) in EtOH (475.0 mL) at room temperature was added dropwise tert-butyl nitrite (5.5 mL, 46.2 mmol) followed by sodium ethoxide (4.07 g, 59.8 mmol). The reaction was stirred at room temperature overnight and concentrated under reduced pressure. The residue was dissolved in EtOAc, washed with H2O, brine, dried over MgSO4 and concentrated. The residue was purified by silica gel column chromatography to give the title compound as an orang... Reactants: C(C)OC(CCC=1C=NC(=CC1)C1=C(C=CC=C1)F)=O (3-[6-(2-fluoro-phenyl)-pyridin-3-yl]-propionic acid ethyl ester), [OH-].[Na+] (sodium hydroxide). Run in C(C)O (ethanol). Run at temperature 47.5 celsius, time 1 hour. The product is FC1=C(C=CC=C1)C1=CC=C(C=N1)CCC(=O)O (3-[6-(2-Fluoro-phenyl)-pyridin-3-yl]-propionic acid). As a reaction SMILES: C([O:3][C:4](=[O:20])[CH2:5][CH2:6][C:7]1[CH:8]=[N:9][C:10]([C:13]2[CH:18]=[CH:17][CH:16]=[CH:15][C:14]=2[F:19])=[CH:11][CH:12]=1)C.[OH-].[Na+]>C(O)C>[F:19][C:14]1[CH:15]=[CH:16][CH:17]=[CH:18][C:13]=1[C:10]1[N:9]=[CH:8][C:7]([CH2:6][CH2:5][C:4]([OH:20])=[O:3])=[CH:12][CH:11]=1 |f:1.2|. Reported procedure: 11.5 g (0.042 mol) of 3-[6-(2-fluoro-phenyl)-pyridin-3-yl]-propionic acid ethyl ester were dissolved in 230 ml ethanol, 7.7 ml of a 32% sodium hydroxide solution were added, and the mixture stirred at 45 to 50° C. for 1 h. After evaporation to dryness, the remaining solid was taken up in 100 ml of water, the pH was adjusted to 2.5 to 3 with 2 N hydrochloric acid, and the precipitated product was filtered off with suction. The solid was rinsed with water and dried. Yield 10.0 g. The reactants are NCC1=CC=C(C=C1)C1C(C(N1C1=CC=C(C=C1)F)=O)CCC(O)C1=CC=C(C=C1)F (4-(4-aminomethylphenyl)-1-(4-fluorophenyl)-3-[3-(4-fluorophenyl)-3-hydroxypropyl]azetidin-2-one), FC(C(=O)O)(F)F.C(CCC)C1(C(C(C2=C(S(C1)(=O)=O)C=CC(=C2)N(C)C)C=2C=C(C=CC2)NCCOCCOCC(=O)O)O)CC ((2-{2-[3-(3-butyl-7-dimethylamino-3-ethyl-4-hydroxy-1,1-dioxo-2,3,4,5-tetrahydro-1H-benzo[b]thiepin-5-yl)phenylamino]ethoxy}ethoxy)acetic acid compound with trifluoroacetic acid), C(C)(C)N=C=NC(C)C (diisopropylcarbodiimide), OC1=CC=CC=2NN=NC21 (hydroxybenzotriazole). Solvent: CN(C=O)C (dimethylformamide), C(C)N(CC)CC (triethylamine). Conditions: time 12 hour. The product is FC(C(=O)[O-])(F)F.C(CCC)C1(C(C(C2=C(S(C1)(=O)=O)C=CC(=C2)[NH+](C)C)C2=CC(=CC=C2)NCCOCCOCC(NCC2=CC=C(C=C2)C2N(C(C2CCC(O)C2=CC=C(C=C2)F)=O)C2=CC=C(C=C2)F)=O)O)CC ({3-Butyl-3-ethyl-5-[3-(2-{2-[(4-{1-(4-fluorophenyl)-3-[3-(4-fluorophenyl)-3-hydroxypropyl]-4-oxoazetidin-2-yl}benzylcarbamoyl)methoxy]ethoxy}ethylamino)phenyl]-4-hydroxy-1,1-dioxo-2,3,4,5-tetrahydro-1H-benzo[b]thiepin-7-yl}dimethylammonium Trifluoroacetate). RXN SMILES: [NH2:1][CH2:2][C:3]1[CH:8]=[CH:7][C:6]([CH:9]2[N:12]([C:13]3[CH:18]=[CH:17][C:16]([F:19])=[CH:15][CH:14]=3)[C:11](=[O:20])[CH:10]2[CH2:21][CH2:22][CH:23]([C:25]2[CH:30]=[CH:29][C:28]([F:31])=[CH:27][CH:26]=2)[OH:24])=[CH:5][CH:4]=1.[F:32][C:33]([F:38])([F:37])[C:34]([OH:36])=[O:35].[CH2:39]([C:43]1([CH2:77][CH3:78])[CH2:49][S:48](=[O:51])(=[O:50])[C:47]2[CH:52]=[CH:53][C:54]([N:56]([CH3:58])[CH3:57])=[CH:55][C:46]=2[CH:45]([C:59]2[CH:60]=[C:61]([NH:65][CH2:66][CH2:67][O:68][CH2:69][CH2:70][O:71][CH2:72][C:73](O)=[O:74])[CH:62]=[CH:63][CH:64]=2)[CH:44]1[OH:76])[CH2:40][CH2:41][CH3:42].C(N=C=NC(C)C)(C)C.OC1C2N=NNC=2C=CC=1>CN(C)C=O.C(N(CC)CC)C>[F:32][C:33]([F:38])([F:37])[C:34]([O-:36])=[O:35].[CH2:39]([C:43]1([CH2:77][CH3:78])[CH2:49][S:48](=[O:51])(=[O:50])[C:47]2[CH:52]=[CH:53][C:54]([NH+:56]([CH3:58])[CH3:57])=[CH:55][C:46]=2[CH:45]([C:59]2[CH:64]=[CH:63][CH:62]=[C:61]([NH:65][CH2:66][CH2:67][O:68][CH2:69][CH2:70][O:71][CH2:72][C:73](=[O:74])[NH:1][CH2:2][C:3]3[CH:8]=[CH:7][C:6]([CH:9]4[CH:10]([CH2:21][CH2:22][CH:23]([C:25]5[CH:26]=[CH:27][C:28]([F:31])=[CH:29][CH:30]=5)[OH:24])[C:11](=[O:20])[N:12]4[C:13]4[CH:14]=[CH:15][C:16]([F:19])=[CH:17][CH:18]=4)=[CH:5][CH:4]=3)[CH:60]=2)[CH:44]1[OH:76])[CH2:40][CH2:41][CH3:42] |f:1.2,7.8|. Procedure details: 55 mg of 4-(4-aminomethylphenyl)-1-(4-fluorophenyl)-3-[3-(4-fluorophenyl)-3-hydroxypropyl]azetidin-2-one are added to a solution of 40 mg of (2-{2-[3-(3-butyl-7-dimethylamino-3-ethyl-4-hydroxy-1,1-dioxo-2,3,4,5-tetrahydro-1H-benzo[b]thiepin-5-yl)phenylamino]ethoxy}ethoxy)acetic acid compound with trifluoroacetic acid, 37 μl of diisopropylcarbodiimide, 26 mg of hydroxybenzotriazole and 40 μl of triethylamine in 2 ml of dimethylformamide, and the mixture is stirred for 12 h. The reaction solution ...